From a dataset of the Open Reaction Database (ORD), a public repository of structured organic reaction records. describe an organic reaction: reactants, conditions, products, and yield Reactants: CC(C)Br, Cc1cc(C)c(CNc2nc(F)nc3[nH]cnc23)cn1, [K+], [K+], O=C([O-])[O-], CN(C)C=O. Product: Cc1cc(C)c(CNc2nc(F)nc3c2ncn3C(C)C)cn1. RXN SMILES: [Br:27][CH:28]([CH3:29])[CH3:30].[CH3:1][c:2]1[c:3]([CH2:9][NH:10][c:11]2[c:12]3[n:13][cH:14][nH:15][c:16]3[n:17][c:18]([F:20])[n:19]2)[cH:4][n:5][c:6]([CH3:8])[cH:7]1.[K+:21].[K+:22].[O-:23][C:24]([O-:25])=[O:26].[O:31]=[CH:32][N:33]([CH3:34])[CH3:35]>>[CH3:1][c:2]1[c:3]([CH2:9][NH:10][c:11]2[c:12]3[n:13][cH:14][n:15]([CH:28]([CH3:29])[CH3:30])[c:16]3[n:17][c:18]([F:20])[n:19]2)[cH:4][n:5][c:6]([CH3:8])[cH:7]1. Starting materials: COC(CCC1=CN(C2=CC=CC=C12)C)=O (1-methylindole-3-propionic acid methyl ester), C(=O)OC (methyl formate), CC(C)([O-])C.[K+] (potassium tert-butoxide). The solvent is C1CCOC1 (THF). Reaction conditions: time 1 hour. Product: O\C=C(/C(=O)OC)\CC1=CN(C2=CC=CC=C12)C (Methyl (2Z)-3-hydroxy-2-[(1-methyl-1H-indol-3-yl)methyl]-2-propenoate). As a reaction SMILES: [CH3:1][O:2][C:3](=[O:16])[CH2:4][CH2:5][C:6]1[C:14]2[C:9](=[CH:10][CH:11]=[CH:12][CH:13]=2)[N:8]([CH3:15])[CH:7]=1.[CH:17](OC)=[O:18].CC(C)([O-])C.[K+]>C1COCC1>[OH:18]/[CH:17]=[C:4](/[CH2:5][C:6]1[C:14]2[C:9](=[CH:10][CH:11]=[CH:12][CH:13]=2)[N:8]([CH3:15])[CH:7]=1)\[C:3]([O:2][CH3:1])=[O:16] |f:2.3|. Procedure: To the solution of 1-methylindole-3-propionic acid methyl ester (700 mg, 3.22 mmol) and methyl formate (0.397 mL, 6.44 mmol) in THF (20 mL) was added potassium tert-butoxide (723 mg, 6.44 mmol). The mixture was stirred at room temperature for 1 h. concentration in vacuo then afforded the title compound. LCMS: rt=2.81 min, [M+H+]=246